describe an organic reaction: reactants, conditions, products, and yield From a dataset of the Open Reaction Database (ORD), a public repository of structured organic reaction records. Reactants: BrCc1ccccc1CBr, CCN(C(C)C)C(C)C, ClCCl, NCc1noc(-c2ncn3c2C2CCN2C(=O)c2c(Cl)cccc2-3)n1. Yields the product O=C1c2c(Cl)cccc2-n2cnc(-c3nc(CN4Cc5ccccc5C4)no3)c2C2CCN12. As a reaction SMILES: [Br:35][CH2:36][c:37]1[c:38]([CH2:43][Br:44])[cH:39][cH:40][cH:41][cH:42]1.[CH2:26]([N:27]([CH:28]([CH3:29])[CH3:30])[CH:31]([CH3:32])[CH3:33])[CH3:34].[CH2:45]([Cl:46])[Cl:47].[NH2:1][CH2:2][c:3]1[n:4][o:5][c:6](-[c:8]2[n:9][cH:10][n:11]3[c:12]2[CH:13]2[N:14]([C:15](=[O:23])[c:16]4[c:17]-3[cH:18][cH:19][cH:20][c:21]4[Cl:22])[CH2:24][CH2:25]2)[n:7]1>>[N:1]1([CH2:2][c:3]2[n:4][o:5][c:6](-[c:8]3[n:9][cH:10][n:11]4[c:12]3[CH:13]3[N:14]([C:15](=[O:23])[c:16]5[c:17]-4[cH:18][cH:19][cH:20][c:21]5[Cl:22])[CH2:24][CH2:25]3)[n:7]2)[CH2:36][c:37]2[c:38]([cH:39][cH:40][cH:41][cH:42]2)[CH2:43]1. The reactants are ClC1=NC(=NC(=C1)N1CC(OCC1)C=1NC(=C(N1)C)C1=CC=CC=C1)N (4-chloro-6-[2-(4-methyl-5-phenyl-1H-imidazol-2-yl)-4-morpholinyl]-2-pyrimidinamine), FC1=C(C#N)C=CC(=C1)B1OC(C(O1)(C)C)(C)C (2-fluoro-4-(4,4,5,5-tetramethyl-1,3,2-dioxaborolan-2-yl)benzonitrile), C(=O)([O-])[O-].[Na+].[Na+] (Na2CO3). The reagents and catalysts are C=1C=CC(=CC1)[P](C=2C=CC=CC2)(C=3C=CC=CC3)[Pd]([P](C=4C=CC=CC4)(C=5C=CC=CC5)C=6C=CC=CC6)([P](C=7C=CC=CC7)(C=8C=CC=CC8)C=9C=CC=CC9)[P](C=1C=CC=CC1)(C=1C=CC=CC1)C=1C=CC=CC1 (Pd(PPh3)4). Yields the product NC1=NC(=CC(=N1)C1=CC(=C(C#N)C=C1)F)N1CC(OCC1)C=1NC(=C(N1)C)C1=CC=CC=C1 (4-{2-Amino-6-[2-(4-methyl-5-phenyl-1H-imidazol-2-yl)-4-morpholinyl]-4-pyrimidinyl}-2-fluorobenzonitrile). The yield is 81.3%. RXN SMILES: Cl[C:2]1[CH:7]=[C:6]([N:8]2[CH2:13][CH2:12][O:11][CH:10]([C:14]3[NH:15][C:16]([C:20]4[CH:25]=[CH:24][CH:23]=[CH:22][CH:21]=4)=[C:17]([CH3:19])[N:18]=3)[CH2:9]2)[N:5]=[C:4]([NH2:26])[N:3]=1.[F:27][C:28]1[CH:35]=[C:34](B2OC(C)(C)C(C)(C)O2)[CH:33]=[CH:32][C:29]=1[C:30]#[N:31].C([O-])([O-])=O.[Na+].[Na+]>C1C=CC([P]([Pd]([P](C2C=CC=CC=2)(C2C=CC=CC=2)C2C=CC=CC=2)([P](C2C=CC=CC=2)(C2C=CC=CC=2)C2C=CC=CC=2)[P](C2C=CC=CC=2)(C2C=CC=CC=2)C2C=CC=CC=2)(C2C=CC=CC=2)C2C=CC=CC=2)=CC=1>[NH2:26][C:4]1[N:3]=[C:2]([C:34]2[CH:33]=[CH:32][C:29]([C:30]#[N:31])=[C:28]([F:27])[CH:35]=2)[CH:7]=[C:6]([N:8]2[CH2:13][CH2:12][O:11][CH:10]([C:14]3[NH:15][C:16]([C:20]4[CH:25]=[CH:24][CH:23]=[CH:22][CH:21]=4)=[C:17]([CH3:19])[N:18]=3)[CH2:9]2)[N:5]=1 |f:2.3.4,^1:54,56,75,94|. Procedure details: A mixture of 4-chloro-6-[2-(4-methyl-5-phenyl-1H-imidazol-2-yl)-4-morpholinyl]-2-pyrimidinamine (1.2 g, 3.24 mmol), 2-fluoro-4-(4,4,5,5-tetramethyl-1,3,2-dioxaborolan-2-yl)benzonitrile (1.199 g, 4.85 mmol), Na2CO3 (0.857 g, 8.09 mmol) and Pd(PPh3)4 (0.374 g, 0.324 mmol) was placed into a microwave vial and heated in Biotage Initiator using initial 150 W to 140° C. for 1 hour. After cooling the reaction, the solvent was removed under reduced pressure, and the crude product was added to a silica g... The reactants are Cl, CC(=O)Nc1cc(S)c(Cl)cc1F, [Na+], [OH-], O. The product is Nc1cc(S)c(Cl)cc1F. Reaction SMILES: [ClH:16].[NH:1]([C:2]([CH3:3])=[O:4])[c:5]1[c:6]([F:13])[cH:7][c:8]([Cl:12])[c:9]([SH:11])[cH:10]1.[Na+:15].[OH-:14].[OH2:17]>>[NH2:1][c:5]1[c:6]([F:13])[cH:7][c:8]([Cl:12])[c:9]([SH:11])[cH:10]1. Starting materials: [RuCl2(p-cymene)]2, CC1=CC(=CC(=C1)P(C2=C(C3=C(C=C2)OCO3)C4=C(C=CC5=C4OCO5)P(C6=CC(=CC(=C6)C)C)C7=CC(=CC(=C7)C)C)C8=CC(=CC(=C8)C)C)C ((R)-DM-SEGPHOS), C(C)(=O)[O-].[NH4+] (ammonium acetate), resultant mixture, C(CC(=O)C)(=O)OC (methyl acetoacetate), C(C)(=O)[O-].[NH4+] (ammonium acetate), CO (methanol), stainless steel. The solvent is O1CCOCC1 (1,4-dioxane). Run at time 8 hour. Yields the product C(C)(=O)O.N[C@@H](CC(=O)OC)C (methyl (3R)-3-aminobutanoate acetate), crude material. RXN SMILES: CC1C=C(P(C2C=C(C)C=C(C)C=2)C2C=CC3OCOC=3C=2C2C3OCOC=3C=CC=2P(C2C=C(C)C=C(C)C=2)C2C=C(C)C=C(C)C=2)C=C(C)C=1.[C:53]([O-:56])(=[O:55])[CH3:54].[NH4+:57].[C:58]([O:64][CH3:65])(=[O:63])[CH2:59][C:60]([CH3:62])=O.CO>O1CCOCC1>[C:53]([OH:56])(=[O:55])[CH3:54].[NH2:57][C@H:60]([CH3:62])[CH2:59][C:58]([O:64][CH3:65])=[O:63] |f:1.2,6.7|. Procedure: Under a nitrogen atmosphere, a mixture of [RuCl2(p-cymene)]2 (0.527 g, 0.861 mmol), (R)-DM-SEGPHOS (1.276 g, 1.77 mmol), and ammonium acetate (0.664 g, 8.61 mmol) was stirred in 1,4-dioxane (10 mL) at 120° C. for 5 hours and then cooled to room temperature. The resultant mixture was added to a mixture of methyl acetoacetate (100.00 g, 861 mmol), ammonium acetate (66.38 g, 861 mmol) and methanol (500 mL) in a 1 L stainless steel autoclave. The reaction mixture was stirred under a hydrogen pressur... The reactants are ice water, O=C1C(CN(C2=C(N1)C=C(C=C2)C)C(C(C)(C)C)=O)NC(=O)OC(C)(C)C (2-Oxo-3-tert-butoxycarbonylamino-5-pivaloyl-8-methyl-1,3,4,5-tetrahydro-2H-1,5-benzodiazepine), [H-].[Na+] (sodium hydride), BrCC(=O)C=1SC=CC1 (2-bromoacetylthiophene), resultant mixture. The solvent is O1CCCC1 (tetrahydrofuran), O1CCCC1 (tetrahydrofuran). Conditions: time 30 minute. Yields the product C1(=CC=CS1)C(=O)CN1C(C(CN(C2=C1C=C(C=C2)C)C(C(C)(C)C)=O)NC(=O)OC(C)(C)C)=O (1-(2-thenoylmethyl)-2-oxo-3-tert-butoxycarbonylamino-5-pivaloyl-8-methyl-1,3,4,5-tetrahydro-2H-1,5-benzodiazepine). The yield is 75.9%. RXN SMILES: [O:1]=[C:2]1[NH:8][C:7]2[CH:9]=[C:10]([CH3:13])[CH:11]=[CH:12][C:6]=2[N:5]([C:14](=[O:19])[C:15]([CH3:18])([CH3:17])[CH3:16])[CH2:4][CH:3]1[NH:20][C:21]([O:23][C:24]([CH3:27])([CH3:26])[CH3:25])=[O:22].[H-].[Na+].Br[CH2:31][C:32]([C:34]1[S:35][CH:36]=[CH:37][CH:38]=1)=[O:33]>O1CCCC1>[C:34]1([C:32]([CH2:31][N:8]2[C:7]3[CH:9]=[C:10]([CH3:13])[CH:11]=[CH:12][C:6]=3[N:5]([C:14](=[O:19])[C:15]([CH3:18])([CH3:16])[CH3:17])[CH2:4][CH:3]([NH:20][C:21]([O:23][C:24]([CH3:27])([CH3:26])[CH3:25])=[O:22])[C:2]2=[O:1])=[O:33])[S:35][CH:36]=[CH:37][CH:38]=1 |f:1.2|. Reported procedure: 2-Oxo-3-tert-butoxycarbonylamino-5-pivaloyl-8-methyl-1,3,4,5-tetrahydro-2H-1,5-benzodiazepine (1.0 g) was dissolved in tetrahydrofuran (10 ml), 60% sodium hydride (0.16 g) was added thereto under argon atmosphere, and the mixture was stirred for 30 minutes at room temperature. A solution of 2-bromoacetylthiophene (0.99 g) in tetrahydrofuran (1 ml) was added to the resultant mixture, stirred for 2 hours. The reaction mixture was poured into ice-water, extracted with ethyl acetate, the organic lay... Reactants: solution, C(=O)(Cl)Cl (phosgene), NC1=NC(=CC(=[N+]1[O-])NC(=O)OC)N1CCC=CC1 (methyl 2-amino-6-[(3,6-dihydro-1(2H)-pyridyl)]-4-pyrimidinecarbamate-3-oxide), [OH-].[Na+] (sodium hydroxide), S([O-])(O)(=O)=O.[K+] (potassium bisulfate). Solvent: C1(=CC=CC=C1)C (toluene), C(Cl)Cl (methylene chloride), C(C)N(CC)CC (triethylamine). Run at time 10 minute. The product is N1(CCC=CC1)C1=NC=2N(C(=C1)NC(=O)OC)OC(N2)=O (methyl 5-[3,6-dihydro-1(2H)-pyridyl]-2-oxo-2H-[1,2,4]oxadiazolo-[2,3-a]pyrimidine-7-carbamate). As a reaction SMILES: [NH2:1][C:2]1[N+:7]([O-:8])=[C:6]([NH:9][C:10]([O:12][CH3:13])=[O:11])[CH:5]=[C:4]([N:14]2[CH2:19][CH:18]=[CH:17][CH2:16][CH2:15]2)[N:3]=1.[C:20](Cl)(Cl)=[O:21].[OH-].[Na+].S(=O)(=O)(O)[O-].[K+]>C(Cl)Cl.C1(C)C=CC=CC=1.C(N(CC)CC)C>[N:14]1([C:4]2[CH:5]=[C:6]([NH:9][C:10]([O:12][CH3:13])=[O:11])[N:7]3[O:8][C:20](=[O:21])[N:1]=[C:2]3[N:3]=2)[CH2:15][CH:16]=[CH:17][CH2:18][CH2:19]1 |f:2.3,4.5|. Procedure: 35 ml of triethylamine are added to a suspension of 13.3 g (0.05 mol) of methyl 2-amino-6-[(3,6-dihydro-1(2H)-pyridyl)]-4-pyrimidinecarbamate-3-oxide in 600 ml of methylene chloride. After cooling to -20°, 32.5 ml (0.06 mol) of a 20% solution of phosgene in toluene are added dropwise within 2 minutes. After 10 minutes, the mixture is treated with 100 ml of 1N sodium hydroxide. The organic phase is separated and extracted with 1N sodium hydroxide. The aqueous extracts are acidified with 25% hydro... Starting materials: CS(C)=O, COc1cccc(-c2ccc(C=O)cc2)n1. The product is COc1cccc(-c2ccc(C(=O)O)cc2)n1. RXN SMILES: [CH3:17][S:18](=[O:19])[CH3:20].[CH3:1][O:2][c:3]1[cH:4][cH:5][cH:6][c:7](-[c:9]2[cH:10][cH:11][c:12]([CH:13]=[O:14])[cH:15][cH:16]2)[n:8]1>>[CH3:1][O:2][c:3]1[cH:4][cH:5][cH:6][c:7](-[c:9]2[cH:10][cH:11][c:12]([C:13](=[O:14])[OH:19])[cH:15][cH:16]2)[n:8]1. The reactants are BrC1=C(NC(=C1Br)Br)C#N (3,4,5-Tribromo-pyrrole-2-carbonitrile), FC(C=1NC(=C(C1C#N)Br)Br)(F)F (2-trifluoromethyl-3-cyano-4,5-dibromopyrrole), C([O-])([O-])=O.[K+].[K+] (Potassium carbonate), [I-] (iodide). Solvent: CC(=O)C (acetone), C(OC)COC (dimethoxyethane), O (water). Conditions: time 8 hour. Yields the product BrC1=C(N(C(=C1Br)Br)C)C#N (3,4,5-Tribromo-1-methyl-pyrrole-2-carbonitrile). As a reaction SMILES: [Br:1][C:2]1[C:6]([Br:7])=[C:5]([Br:8])[NH:4][C:3]=1[C:9]#[N:10].[C:11](=O)([O-])[O-].[K+].[K+].[I-].FC(F)(F)C1NC(Br)=C(Br)C=1C#N>CC(C)=O.C(COC)OC.O>[Br:1][C:2]1[C:6]([Br:7])=[C:5]([Br:8])[N:4]([CH3:11])[C:3]=1[C:9]#[N:10] |f:1.2.3|. Procedure: 3,4,5-Tribromo-pyrrole-2-carbonitrile (1.0 g, 0.003 mo1) is dissolved in a mixture of acetone (20 mL) and dimethoxyethane (10 mL). Potassium carbonate (0.45 g, 0.0033 mol) is added followed by methyl .iodide (0.478 g, 0.0033 mo1). After stirring overnight at room temperature, the mixture is poured into water precipitating a white solid. The solid (0.S g, 80%) has mp 115°-119° C. Starting materials: COC(C1=C(C=C(C=C1)C(C)(C)CC)C)OC (4-tert-amyl-2-methylbenzaldehyde dimethyl acetal), S(O)(O)(=O)=O (sulfuric acid). Run in CO (methanol). Product: C(C)(C)(CC)C1=CC(=C(C=O)C=C1)C (4-tert-amyl-2-methylbenzaldehyde). Yield: 77.6%. RXN SMILES: C[O:2][CH:3](OC)[C:4]1[CH:9]=[CH:8][C:7]([C:10]([CH2:13][CH3:14])([CH3:12])[CH3:11])=[CH:6][C:5]=1[CH3:15].S(=O)(=O)(O)O>CO>[C:10]([C:7]1[CH:8]=[CH:9][C:4]([CH:3]=[O:2])=[C:5]([CH3:15])[CH:6]=1)([CH2:13][CH3:14])([CH3:12])[CH3:11]. Procedure: 56 g of 4-tert-amyl-2-methylbenzaldehyde dimethyl acetal are boiled for 1 hour with 170 g of 1% strength sulfuric acid. The methanol formed is distilled off and the organic phase is separated off and dried over Na2SO4. 35 g (80%) of 4-tert-amyl-2-methylbenzaldehyde are obtained. The reactants are O1C(NC[C@@]12CN1CCC2CC1)=O ((S)-spiro[1-azabicyclo[2.2.2]octan-3,5′-oxazolidin]-2′-one), BrC=1C=C(SC1)C1=NC=CC=C1 (4-bromo-2-(2-pyridyl)thiophene). Product: N1=C(C=CC=C1)C=1SC=C(C1)N1C(O[C@@]2(C1)CN1CCC2CC1)=O ((R)-3′-[2-(2-Pyridyl)thiophen-4-yl]spiro[1-azabicyclo[2.2.2]octan-3,5′-oxazolidin]-2′-one). Reaction SMILES: [O:1]1[C@@:5]2([CH:10]3[CH2:11][CH2:12][N:7]([CH2:8][CH2:9]3)[CH2:6]2)[CH2:4][NH:3][C:2]1=[O:13].Br[C:15]1[CH:16]=[C:17]([C:20]2[CH:25]=[CH:24][CH:23]=[CH:22][N:21]=2)[S:18][CH:19]=1>>[N:21]1[CH:22]=[CH:23][CH:24]=[CH:25][C:20]=1[C:17]1[S:18][CH:19]=[C:15]([N:3]2[CH2:4][C@:5]3([CH:10]4[CH2:11][CH2:12][N:7]([CH2:8][CH2:9]4)[CH2:6]3)[O:1][C:2]2=[O:13])[CH:16]=1. Reported procedure: The title compound was prepared by a method analogous to that described in Preparation 3 from (S)-spiro[1-azabicyclo[2.2.2]octan-3,5′-oxazolidin]-2′-one and 4-bromo-2-(2-pyridyl)thiophene. The title compound (140 mg) was obtained as a pale-yellow solid, m/z 342 (MH+).